From a dataset of the Open Reaction Database (ORD), a public repository of structured organic reaction records. describe an organic reaction: reactants, conditions, products, and yield Starting materials: N1=CC(=CC=C1)CN (3-Pyridylmethylamine), C(C=C)(=O)OC (methyl acrylate). The solvent is CO (methanol). Reaction conditions: time 18 hour. Product: N1=CC(=CC=C1)CNCCC(=O)OC (methyl 3-(3-pyridylmethylamino)propionate). The yield is 82.6%. As a reaction SMILES: [N:1]1[CH:6]=[CH:5][CH:4]=[C:3]([CH2:7][NH2:8])[CH:2]=1.[C:9]([O:13][CH3:14])(=[O:12])[CH:10]=[CH2:11]>CO>[N:1]1[CH:6]=[CH:5][CH:4]=[C:3]([CH2:7][NH:8][CH2:11][CH2:10][C:9]([O:13][CH3:14])=[O:12])[CH:2]=1. Reported procedure: 3-Pyridylmethylamine (10.81 g) is dissolved in methanol (50 ml), and thereto is added dropwise methyl acrylate (8.60 g) under ice-cooling. The mixture is stirred at room temperature for 18 hours. The mixture is distilled to remove the solvent, and then the residue is distilled under reduced pressure to give methyl 3-(3-pyridylmethylamino)propionate (16.02 g, 82.5%), b.p. 119°-120° C./0.4 mmHg. Starting materials: CN(C1=NC=C(C(=N1)OC)C1=N[C@@H]2CC[C@H](C[C@@H]2C2=CC(=C(C=C12)OC)OCC)O)C ((2R,4aR,10bR)-6-(2-Dimethylamino-4-methoxy-pyrimidin-5-yl)-9-ethoxy-8-methoxy-1,2,3,4,4a,10b-hexahydro-phenanthridin-2-ol), C([C@H](O)[C@@H](O)C(=O)O)(=O)O (L-tartaric acid). Run in CC(=O)C (acetone), CC(=O)C (acetone), C(C)(C)O (isopropanol). Product: C(=O)(O)[C@H](O)[C@@H](O)C(=O)O.CN(C1=NC=C(C(=N1)OC)C1=N[C@@H]2CC[C@H](C[C@@H]2C2=CC(=C(C=C12)OC)OCC)O)C ((2R,4aR,10bR)-6-(2-Dimethylamino-4-methoxy-pyrimidin-5-yl)-9-ethoxy-8-methoxy-1,2,3,4,4a,10b-hexahydro-phenanthridin-2-ol L-tartrate). The yield is 74.4%. As a reaction SMILES: [CH3:1][N:2]([CH3:31])[C:3]1[N:8]=[C:7]([O:9][CH3:10])[C:6]([C:11]2[C:24]3[C:19](=[CH:20][C:21]([O:27][CH2:28][CH3:29])=[C:22]([O:25][CH3:26])[CH:23]=3)[C@@H:18]3[C@@H:13]([CH2:14][CH2:15][C@@H:16]([OH:30])[CH2:17]3)[N:12]=2)=[CH:5][N:4]=1.[C:32]([OH:41])(=[O:40])[C@@H:33]([C@H:35]([C:37]([OH:39])=[O:38])[OH:36])[OH:34]>CC(C)=O.C(O)(C)C>[C:37]([C@@H:35]([C@H:33]([C:32]([OH:41])=[O:40])[OH:34])[OH:36])([OH:39])=[O:38].[CH3:31][N:2]([CH3:1])[C:3]1[N:8]=[C:7]([O:9][CH3:10])[C:6]([C:11]2[C:24]3[C:19](=[CH:20][C:21]([O:27][CH2:28][CH3:29])=[C:22]([O:25][CH3:26])[CH:23]=3)[C@@H:18]3[C@@H:13]([CH2:14][CH2:15][C@@H:16]([OH:30])[CH2:17]3)[N:12]=2)=[CH:5][N:4]=1 |f:4.5|. Procedure: (2R,4aR,10bR)-6-(2-Dimethylamino-4-methoxy-pyrimidin-5-yl)-9-ethoxy-8-methoxy-1,2,3,4,4a,10b-hexahydro-phenanthridin-2-ol (42.7 mg, 0.1 mmol) are dissolved in 0.5 ml of acetone. 16.5 mg (0.11 mmol) of L-tartaric acid (dissolved in 0.5 ml of a 75:15 mixture of acetone and isopropanol) are added. The crystals are filtered off and dried to obtain 42.9 mg (74%) of the title compound (m.p.: 249° C.).